This data is from the Open Reaction Database (ORD), a public repository of structured organic reaction records. The task is: describe an organic reaction: reactants, conditions, products, and yield The reactants are C(C)N1N=C(C(=C1)C1=C2C(=NC=C1)NC=C2)C2=CC=C(N)C=C2 (4-[1-ethyl-4-(1H-pyrrolo[2,3-b]pyridin-4-yl)-1H-pyrazol-3-yl]aniline), C1(CCCCC1)N=C=O (cyclohexyl isocyanate). Product: C1(CCCCC1)NC(=O)NC1=CC=C(C=C1)C1=NN(C=C1C1=C2C(=NC=C1)NC=C2)CC (N-Cyclohexyl-N′-{4-[1-ethyl-4-(1H-pyrrolo[2,3-b]pyridin-4-yl)-1H-pyrazol-3-yl]phenyl}urea). As a reaction SMILES: [CH2:1]([N:3]1[CH:7]=[C:6]([C:8]2[CH:13]=[CH:12][N:11]=[C:10]3[NH:14][CH:15]=[CH:16][C:9]=23)[C:5]([C:17]2[CH:23]=[CH:22][C:20]([NH2:21])=[CH:19][CH:18]=2)=[N:4]1)[CH3:2].[CH:24]1([N:30]=[C:31]=[O:32])[CH2:29][CH2:28][CH2:27][CH2:26][CH2:25]1>>[CH:24]1([NH:30][C:31]([NH:21][C:20]2[CH:22]=[CH:23][C:17]([C:5]3[C:6]([C:8]4[CH:13]=[CH:12][N:11]=[C:10]5[NH:14][CH:15]=[CH:16][C:9]=45)=[CH:7][N:3]([CH2:1][CH3:2])[N:4]=3)=[CH:18][CH:19]=2)=[O:32])[CH2:29][CH2:28][CH2:27][CH2:26][CH2:25]1. Procedure details: Following the procedure described in Example 1 with 4-[1-ethyl-4-(1H-pyrrolo[2,3-b]pyridin-4-yl)-1H-pyrazol-3-yl]aniline and cyclohexyl isocyanate provided the title compound. ESMS [M+H]+: 429.2 Reactants: NCCCCCCCCN1C=NC=2C(=NC=3C=CC=CC3C21)N (1-(8-aminooctyl)-1H-imidazo[4,5-c]quinolin-4-amine), C(C1=CC=CC=C1)(=O)Cl (benzoyl choride). The product is NC1=NC=2C=CC=CC2C2=C1N=CN2CCCCCCCCNC(C2=CC=CC=C2)=O (N-[8-(4-amino-1H-imidazo[4,5-c]quinolin-1-yl)octyl]benzamide). Isolated yield 28.1%. RXN SMILES: [NH2:1][CH2:2][CH2:3][CH2:4][CH2:5][CH2:6][CH2:7][CH2:8][CH2:9][N:10]1[C:22]2[C:21]3[CH:20]=[CH:19][CH:18]=[CH:17][C:16]=3[N:15]=[C:14]([NH2:23])[C:13]=2[N:12]=[CH:11]1.[C:24](Cl)(=[O:31])[C:25]1[CH:30]=[CH:29][CH:28]=[CH:27][CH:26]=1>>[NH2:23][C:14]1[C:13]2[N:12]=[CH:11][N:10]([CH2:9][CH2:8][CH2:7][CH2:6][CH2:5][CH2:4][CH2:3][CH2:2][NH:1][C:24](=[O:31])[C:25]3[CH:30]=[CH:29][CH:28]=[CH:27][CH:26]=3)[C:22]=2[C:21]2[CH:20]=[CH:19][CH:18]=[CH:17][C:16]=2[N:15]=1. Procedure: Using the general method of Example 186 1-(8-aminooctyl)-1H-imidazo[4,5-c]quinolin-4-amine (3.85 mmol) was reacted with benzoyl choride (450 μL, 3.85 mmol) to provide 0.45 g of N-[8-(4-amino-1H-imidazo[4,5-c]quinolin-1-yl)octyl]benzamide as an off white powder, m.p. 133.1-136.7° C. Analysis: Calculated for C25H29N5O.0.25 H2O: % C, 71.49; % H, 7.08; % N, 16.67. Found: % C, 71.37; % H, 7.05; % N, 16.62.